describe an organic reaction: reactants, conditions, products, and yield From a dataset of the Open Reaction Database (ORD), a public repository of structured organic reaction records. As a reaction SMILES: [CH3:20][c:21]1[cH:22][cH:23][cH:24][cH:25][cH:26]1.[CH:1]([CH3:2])([CH3:3])[c:4]1[cH:5][c:6](=[O:14])[nH:7][c:8]2[n:9][cH:10][cH:11][cH:12][c:13]12.[P:15]([Cl:16])([Cl:17])([Cl:18])=[O:19]>>[CH:1]([CH3:2])([CH3:3])[c:4]1[cH:5][c:6]([Cl:17])[n:7][c:8]2[n:9][cH:10][cH:11][cH:12][c:13]12. Product: CC(C)c1cc(Cl)nc2ncccc12. Reactants: Cc1ccccc1, CC(C)c1cc(=O)[nH]c2ncccc12, O=P(Cl)(Cl)Cl.